Task: describe an organic reaction: reactants, conditions, products, and yield. Dataset: the Open Reaction Database (ORD), a public repository of structured organic reaction records Reactants: CC(C)=O, CC(C)(C)OC(=O)N1CCN(c2ccc(N3CC(COS(C)(=O)=O)OC3=O)cc2F)CC1, [N-]=[N+]=[N-], [Na+], O. Reaction SMILES: [CH3:37][C:38](=[O:39])[CH3:40].[F:1][c:2]1[cH:3][c:4]([N:21]2[C:22](=[O:32])[O:23][CH:24]([CH2:26][O:27][S:28]([CH3:29])(=[O:30])=[O:31])[CH2:25]2)[cH:5][cH:6][c:7]1[N:8]1[CH2:9][CH2:10][N:11]([C:14](=[O:15])[O:16][C:17]([CH3:18])([CH3:19])[CH3:20])[CH2:12][CH2:13]1.[N-:34]=[N+:35]=[N-:36].[Na+:33].[OH2:41]>>[F:1][c:2]1[cH:3][c:4]([N:21]2[C:22](=[O:32])[O:23][CH:24]([CH2:26][N:34]=[N+:35]=[N-:36])[CH2:25]2)[cH:5][cH:6][c:7]1[N:8]1[CH2:9][CH2:10][N:11]([C:14](=[O:15])[O:16][C:17]([CH3:18])([CH3:19])[CH3:20])[CH2:12][CH2:13]1. Product: CC(C)(C)OC(=O)N1CCN(c2ccc(N3CC(CN=[N+]=[N-])OC3=O)cc2F)CC1. The reactants are O (water), BrC1=CC=C(C=C1)C(CC(=O)C1=CC(NC=C1)=O)C1=C(C=CC=C1)C (4-[3-(4-bromo-phenyl)-3-o-tolyl-propionyl]-1H-pyridin-2-one), C([O-])([O-])=O.[K+].[K+] (potassium carbonate), CI (methyl iodide). The solvent is CC(C)(C)OC (TBME), CC(=O)N(C)C (DMA). Conditions: time 6 hour. Yields the product BrC1=CC=C(C=C1)C(CC(=O)C1=CC(N(C=C1)C)=O)C1=C(C=CC=C1)C (4-[3-(4-Bromo-phenyl)-3-o-tolyl-propionyl]-1-methyl-1H-pyridin-2-one). As a reaction SMILES: [Br:1][C:2]1[CH:7]=[CH:6][C:5]([CH:8]([C:19]2[CH:24]=[CH:23][CH:22]=[CH:21][C:20]=2[CH3:25])[CH2:9][C:10]([C:12]2[CH:17]=[CH:16][NH:15][C:14](=[O:18])[CH:13]=2)=[O:11])=[CH:4][CH:3]=1.[C:26](=O)([O-])[O-].[K+].[K+].CI.O>CC(N(C)C)=O.CC(OC)(C)C>[Br:1][C:2]1[CH:3]=[CH:4][C:5]([CH:8]([C:19]2[CH:24]=[CH:23][CH:22]=[CH:21][C:20]=2[CH3:25])[CH2:9][C:10]([C:12]2[CH:17]=[CH:16][N:15]([CH3:26])[C:14](=[O:18])[CH:13]=2)=[O:11])=[CH:6][CH:7]=1 |f:1.2.3|. Procedure details: To a solution of 4-[3-(4-bromo-phenyl)-3-o-tolyl-propionyl]-1H-pyridin-2-one (150 mg) in DMA (1 mL) was added potassium carbonate (58 mg) and methyl iodide (0.06 mL). The mixture was stirred at rt for 6 h, water and TBME were added. The phases were separated and the inorganic phase was extracted with TBME and EtOAc. The combined organic phases were washed with brine, dried over Na2SO4, filtered and concentrated in vacuo. The crude product was purified by flash chromatography on silica gel (EtOAc...